This data is from the Open Reaction Database (ORD), a public repository of structured organic reaction records. The task is: describe an organic reaction: reactants, conditions, products, and yield Reactants: C(=O)[O-].[NH4+] (ammonium formate), OC(=O)C(F)(F)F.OC(=O)C(F)(F)F.C1(=CC=CC=C1)CCC=1C=NN(C1C1CCN(CC1)CC1=CC=CC=C1)CC (4-(4-(2-Phenyleth-1-yl)-1-ethyl-(1H)-pyrazol-5-yl)-1-benzylpiperidine di-TFA salt). The reagents and catalysts are [OH-].[OH-].[Pd+2] (Pd(OH)2/C). Solvent: CO (methanol). Reaction conditions: temperature 60 celsius. Product: OC(=O)C(F)(F)F.OC(=O)C(F)(F)F.C1(=CC=CC=C1)CCC=1C=NN(C1C1CCNCC1)CC (4-(4-(2-Phenyleth-1-yl)-1-ethyl-(1H)-pyrazol-5-yl)piperidine di-TFA salt), di-TFA. Reaction SMILES: C([O-])=O.[NH4+].[OH:5][C:6]([C:8]([F:11])([F:10])[F:9])=[O:7].[OH:12][C:13]([C:15]([F:18])([F:17])[F:16])=[O:14].[C:19]1([CH2:25][CH2:26][C:27]2[CH:28]=[N:29][N:30]([CH2:45][CH3:46])[C:31]=2[CH:32]2[CH2:37][CH2:36][N:35](CC3C=CC=CC=3)[CH2:34][CH2:33]2)[CH:24]=[CH:23][CH:22]=[CH:21][CH:20]=1>CO.[OH-].[OH-].[Pd+2]>[OH:7][C:6]([C:8]([F:11])([F:10])[F:9])=[O:5].[OH:14][C:13]([C:15]([F:18])([F:17])[F:16])=[O:12].[C:19]1([CH2:25][CH2:26][C:27]2[CH:28]=[N:29][N:30]([CH2:45][CH3:46])[C:31]=2[CH:32]2[CH2:37][CH2:36][NH:35][CH2:34][CH2:33]2)[CH:24]=[CH:23][CH:22]=[CH:21][CH:20]=1 |f:0.1,2.3.4,6.7.8,9.10.11|. Procedure: A mixture of ammonium formate (119 mg), 20% Pd(OH)2/C (5 mg) and 4-(4-(2-phenylethyl)-1-ethyl-(1H-pyrazol-5-yl))-1-benzylpiperidine di-TFA salt from Step F in methanol (2 mL) was heated at 60° C. for 1.5 h. The solvent was removed under reduced pressure and the residue was purified by preparative reverse-phase HPLC using a 9.4×250 mm Semi-preparative Zorbax SB-C18 column with 20-35% acetonitrile gradient in water having 0.5% (v/v) TFA over 15 min at 6.25 mL per min to give the title compound as ... Reactants: C(C1=CC=CC=C1)OC[C@H](COC(C1=CC=CC=C1)(C1=CC=CC=C1)C1=CC=CC=C1)O ((R)-1-benzyloxy-3-trityloxypropan-2-ol), FC(C(C(S(=O)(=O)F)(F)F)(F)F)(C(F)(F)F)F (nonafluoro-1-butanesulfonyl fluoride), N12CCCCCC2=NCCC1 (1,8-diazabicyclo[5.4.0]undeca-7-ene). The solvent is C1(=CC=CC=C1)C (toluene). Reaction conditions: time 3 hour. Yields the product C(C1=CC=CC=C1)OC[C@@H](COC(C1=CC=CC=C1)(C1=CC=CC=C1)C1=CC=CC=C1)F ((S)-1-Benzyloxy-2-fluoro-3-trityloxypropane). As a reaction SMILES: [CH2:1]([O:8][CH2:9][C@@H:10](O)[CH2:11][O:12][C:13]([C:26]1[CH:31]=[CH:30][CH:29]=[CH:28][CH:27]=1)([C:20]1[CH:25]=[CH:24][CH:23]=[CH:22][CH:21]=1)[C:14]1[CH:19]=[CH:18][CH:17]=[CH:16][CH:15]=1)[C:2]1[CH:7]=[CH:6][CH:5]=[CH:4][CH:3]=1.N12CCCN=C1CCCCC2.[F:44]C(F)(C(F)(F)F)C(F)(F)C(F)(F)S(F)(=O)=O>C1(C)C=CC=CC=1>[CH2:1]([O:8][CH2:9][C@H:10]([F:44])[CH2:11][O:12][C:13]([C:26]1[CH:31]=[CH:30][CH:29]=[CH:28][CH:27]=1)([C:20]1[CH:25]=[CH:24][CH:23]=[CH:22][CH:21]=1)[C:14]1[CH:19]=[CH:18][CH:17]=[CH:16][CH:15]=1)[C:2]1[CH:7]=[CH:6][CH:5]=[CH:4][CH:3]=1. Procedure details: After dissolving (R)-1-benzyloxy-3-trityloxypropan-2-ol (CAS 83526-68-5) (10.45 g) in toluene (50 ml), nonafluoro-1-butanesulfonyl fluoride (7.95 ml) was added and the mixture was cooled on ice. Next, 1,8-diazabicyclo[5.4.0]undeca-7-ene (6.63 ml) was added dropwise while stirring. The mixture was stirred for 30 minutes on ice, and then for 3 hours and 30 minutes at room temperature. The reaction mixture was directly purified by silica gel column chromatography to obtain the title compound (7.52 ... Starting materials: C1(=CC=CC=C1)C(C)(C)N(C)C=C(C)Br (N-1-phenylisopropyl-N-methyl-2-bromo-propenyl amine), [OH-].[K+] (potassium hydroxide). The solvent is alcohol. The product is C1(=CC=CC=C1)C(C)(C)N(C)C#CC (N-1-phenylisopropyl-N-methyl-propynylamine). The yield is 98.0%. RXN SMILES: [C:1]1([C:7]([N:10]([CH:12]=[C:13](Br)[CH3:14])[CH3:11])([CH3:9])[CH3:8])[CH:6]=[CH:5][CH:4]=[CH:3][CH:2]=1.[OH-].[K+]>>[C:1]1([C:7]([N:10]([C:12]#[C:13][CH3:14])[CH3:11])([CH3:8])[CH3:9])[CH:6]=[CH:5][CH:4]=[CH:3][CH:2]=1 |f:1.2|. Procedure details: 21.92 g of N-1-phenylisopropyl-N-methyl-2-bromo-propenyl amine are dissolved in 320 ml of alcohol and 40 ml of a 50% aqueous potassium hydroxide solution are added. The mixture is refluxed for 216 hours. The alcohol is distilled off and to the residue water is added and the mixture is extracted with benzene. The benzene solution is dried over potassium carbonate and evaporated. The residue is distilled off in vacuo. At 104°-110° C., 5 Hgmm 15 g of N-1-phenylisopropyl-N-methyl-propynylamine are o... Reactants: N (ammonia), NC1=CC=C(C=C1)SSC1=CC=C(C=C1)N (4-aminophenyl disulfide), Cl (HCl), C(\C=C\C)=O (crotonaldehyde). Product: CC1=NC2=CC=C(C=C2C=C1)SSC=1C=C2C=CC(=NC2=CC1)C (2-methyl-6-(2-(2-methylquinolin-6-yl)disulfanyl)quinoline). Reaction SMILES: [NH2:1][C:2]1[CH:7]=[CH:6][C:5]([S:8][S:9][C:10]2[CH:15]=[CH:14][C:13]([NH2:16])=[CH:12][CH:11]=2)=[CH:4][CH:3]=1.Cl.[CH:18](=O)/[CH:19]=[CH:20]/[CH3:21].N>>[CH3:18][C:19]1[CH:20]=[CH:21][C:14]2[C:13](=[CH:12][CH:11]=[C:10]([S:9][S:8][C:5]3[CH:4]=[C:3]4[C:2](=[CH:7][CH:6]=3)[N:1]=[C:3]([CH3:4])[CH:2]=[CH:7]4)[CH:15]=2)[N:16]=1. Procedure: To a stirred slurry of 4-aminophenyl disulfide (5.0 g, 0.02 mol) in refluxing 6M HCl (65 ml) was added crotonaldehyde (4.2 g, 0.06 mol) dropwise over 90 minutes. The resulting mixture was refluxed for an additional 2 hours, then cooled to ambient. Conc aqueous ammonia was added to adjust the pH to neutral and the mixture extracted with ethyl acetate. The combined extracts were washed with water, then saturated aqueous brine, dried (MgSO4), filtered and concentrated. The crude was purified on sil... The reactants are CC#N, O=Cc1c(C2CC2)nc2ccccc2c1-c1ccc(F)cc1, CCOC=O, Cl, [H-], [Na+]. The product is N#CC=Cc1c(C2CC2)nc2ccccc2c1-c1ccc(F)cc1. Reaction SMILES: [CH3:31][C:32]#[N:33].[CH:1]1([c:4]2[n:5][c:6]3[cH:7][cH:8][cH:9][cH:10][c:11]3[c:12](-[c:16]3[cH:17][cH:18][c:19]([F:22])[cH:20][cH:21]3)[c:13]2[CH:14]=[O:15])[CH2:2][CH2:3]1.[CH:25]([O:26][CH2:27][CH3:28])=[O:29].[ClH:30].[H-:23].[Na+:24]>>[CH:1]1([c:4]2[n:5][c:6]3[cH:7][cH:8][cH:9][cH:10][c:11]3[c:12](-[c:16]3[cH:17][cH:18][c:19]([F:22])[cH:20][cH:21]3)[c:13]2[CH:14]=[CH:31][C:32]#[N:33])[CH2:2][CH2:3]1. The reactants are C(C1=CC=CC=C1)[C@@H]([C@H](C[C@H](CC1=CC=CC=C1)NC([C@H]([C@H](CC)C)N1C(N(CC1)CC=1N=C(SC1)C)=O)=O)O)NC(OC(C)(C)C)=O (tert-butyl(1S,2S,4S)-1-benzyl-2-hydroxy-4-[((2S,3S)-3-methyl-2-{3-[(2-methyl-1,3-thiazol-4-yl)methyl]-2-oxo-1-imidazolidinyl}pentanoyl)amino]-5-phenylpentylcarbamate), Cl (HCl). The solvent is C1CCOC1 (THF). Run at temperature 60 celsius. The product is N[C@H]([C@H](C[C@H](CC1=CC=CC=C1)NC([C@H]([C@H](CC)C)N1C(N(CC1)CC=1N=C(SC1)C)=O)=O)O)CC1=CC=CC=C1 ((2S,3S)-N-[(1S,3S,4S)-4-amino-1-benzyl-3-hydroxy-5-phenylpentyl]-3-methyl-2-{3-[(2-methyl-1,3-thiazol-4-yl)methyl]-2-oxo-1-imidazolidinyl}pentanamide), hydrochloride salt. Reaction SMILES: [CH2:1]([C@H:8]([NH:41]C(=O)OC(C)(C)C)[C@@H:9]([OH:40])[CH2:10][C@@H:11]([NH:19][C:20](=[O:39])[C@@H:21]([N:26]1[CH2:30][CH2:29][N:28]([CH2:31][C:32]2[N:33]=[C:34]([CH3:37])[S:35][CH:36]=2)[C:27]1=[O:38])[C@@H:22]([CH3:25])[CH2:23][CH3:24])[CH2:12][C:13]1[CH:18]=[CH:17][CH:16]=[CH:15][CH:14]=1)[C:2]1[CH:7]=[CH:6][CH:5]=[CH:4][CH:3]=1.Cl>C1COCC1>[NH2:41][C@@H:8]([CH2:1][C:2]1[CH:3]=[CH:4][CH:5]=[CH:6][CH:7]=1)[C@@H:9]([OH:40])[CH2:10][C@@H:11]([NH:19][C:20](=[O:39])[C@@H:21]([N:26]1[CH2:30][CH2:29][N:28]([CH2:31][C:32]2[N:33]=[C:34]([CH3:37])[S:35][CH:36]=2)[C:27]1=[O:38])[C@@H:22]([CH3:25])[CH2:23][CH3:24])[CH2:12][C:13]1[CH:18]=[CH:17][CH:16]=[CH:15][CH:14]=1. Procedure: A solution containing the product from Example 11E (0.27 g, 0.4 mmol) in THF (4 mL) was treated with an HCl solution (0.70 mL, 4 N in dioxane), heated at 60° C. for 3 hours, cooled to 25° C., and concentrated to give the title compound as the hydrochloride salt.